From a dataset of the Open Reaction Database (ORD), a public repository of structured organic reaction records. describe an organic reaction: reactants, conditions, products, and yield The reactants are Cc1ccc(C#N)c(=O)[nH]1, CC(=O)O, O=C1CCC(=O)N1I, O=C(O)C(F)(F)F. Yields the product Cc1[nH]c(=O)c(C#N)cc1I. As a reaction SMILES: [CH3:1][c:2]1[cH:3][cH:4][c:5]([C:9]#[N:10])[c:6](=[O:8])[nH:7]1.[CH3:26][C:27](=[O:28])[OH:29].[I:11][N:12]1[C:13](=[O:14])[CH2:15][CH2:16][C:17]1=[O:18].[OH:19][C:20]([C:21]([F:22])([F:23])[F:24])=[O:25]>>[CH3:1][c:2]1[c:3]([I:11])[cH:4][c:5]([C:9]#[N:10])[c:6](=[O:8])[nH:7]1. Reactants: CC1=CC(=C(N)C(=C1)C)[N+](=O)[O-] (4,6-dimethyl-2-nitroaniline). The reagents and catalysts are [Pd] (Pd/C). The solvent is CO (MeOH). Reaction conditions: time 6 hour. The product is CC1=C(C(=CC(=C1)C)N)N (3,5-dimethylbenzene-1,2-diamine). Isolated yield 109.5%. As a reaction SMILES: [CH3:1][C:2]1[CH:8]=[C:7]([CH3:9])[C:5]([NH2:6])=[C:4]([N+:10]([O-])=O)[CH:3]=1>CO.[Pd]>[CH3:9][C:7]1[CH:8]=[C:2]([CH3:1])[CH:3]=[C:4]([NH2:10])[C:5]=1[NH2:6]. Reported procedure: To a solution of 4,6-dimethyl-2-nitroaniline (312 mg) in 5 mL MeOH, was added 10% Pd/C (50 mg). The mixture evacuated and flushed with H2 (3×), then was stirred under an atmosphere of H2 for 6 h. Conc. HCl (2 drops) was added and the mixture was stirred under H2 for an additional 18 h, then was filtered and concentrated to afford 280 mg of Intermediate 179.1, which was used without further purification.